From a dataset of the Open Reaction Database (ORD), a public repository of structured organic reaction records. describe an organic reaction: reactants, conditions, products, and yield Reactants: C1(=CC=CC=C1)C=CC=1C=C(CO)C=CC1 (3-(2-phenyl-vinyl)-benzyl alcohol), P(Br)(Br)Br (phosphorus tribromide). The solvent is C1(=CC=CC=C1)C (toluene). The product is C1(=CC=CC=C1)C=CC=1C=C(CBr)C=CC1 (3-(2-phenyl-vinyl)-benzyl bromide). Yield: 227.9%. RXN SMILES: [C:1]1([CH:7]=[CH:8][C:9]2[CH:10]=[C:11]([CH:14]=[CH:15][CH:16]=2)[CH2:12]O)[CH:6]=[CH:5][CH:4]=[CH:3][CH:2]=1.P(Br)(Br)[Br:18]>C1(C)C=CC=CC=1>[C:1]1([CH:7]=[CH:8][C:9]2[CH:10]=[C:11]([CH:14]=[CH:15][CH:16]=2)[CH2:12][Br:18])[CH:6]=[CH:5][CH:4]=[CH:3][CH:2]=1. Reported procedure: 21 g (0.1 mol) of 3-(2-phenyl-vinyl)-benzyl alcohol were dissolved in 200 ml of anhydrous toluene, and 10 g of phosphorus tribromide were added dropwise at 0°-10° C., whilst stirring. The mixture was then stirred at 10° C. for 2 hours and at room temperature for a further 2 hours. The reaction mixture was then extracted by shaking twice with 500 ml of water each time, the organic phase was separated off and dried over magnesium sulphate and the solvent was distilled off under a waterpump vacuum.... Reactants: hydrogens, Br.NC=1N=C(C2=C(N1)N=CC(=C2)CBr)N (2,4-diamino-6-bromomethylpyrido[2,3-d]pyrimidine hydrobromide), C1(=CC=CC=C1)NC1=CC=CC=C1 (N,N-diphenylamine), [H-].[Na+] (NaH). Product: NC=1N=C(C2=C(N1)N=CC(=C2)CN(C2=CC=CC=C2)C2=CC=CC=C2)N (N-[(2,4-Diaminopyrido[2,3-d]pyrimidin-6-yl)methyl]-N,N-diphenylamine). As a reaction SMILES: [C:1]1([NH:7][C:8]2[CH:13]=[CH:12][CH:11]=[CH:10][CH:9]=2)[CH:6]=[CH:5][CH:4]=[CH:3][CH:2]=1.[H-].[Na+].Br.[NH2:17][C:18]1[N:19]=[C:20]([NH2:30])[C:21]2[CH:27]=[C:26]([CH2:28]Br)[CH:25]=[N:24][C:22]=2[N:23]=1>>[NH2:17][C:18]1[N:19]=[C:20]([NH2:30])[C:21]2[CH:27]=[C:26]([CH2:28][N:7]([C:1]3[CH:2]=[CH:3][CH:4]=[CH:5][CH:6]=3)[C:8]3[CH:9]=[CH:10][CH:11]=[CH:12][CH:13]=3)[CH:25]=[N:24][C:22]=2[N:23]=1 |f:1.2,3.4|. Procedure details: X=N; W=CH2; Z=non-linked hydrogens on each phenyl group; Z=CH2; m=n=0) is prepared similarly as disclosed in Example 1 above by using N,N-diphenylamine (1.3 g, 0.77 mmol), NaH (50 mg, 2.1 mmol), and 2,4-diamino-6-bromomethylpyrido[2,3-d]pyrimidine hydrobromide (100 mg, 0.3 mmol). The product can be purified by chromatography. As a reaction SMILES: [F:1][C:2]1[CH:3]=[C:4]2[C:9](=[CH:10][CH:11]=1)[N:8]1[CH2:12][CH2:13][NH:14][CH2:15][CH:7]1[C:6](=[O:16])[NH:5]2.[CH:17]([C:19]1[CH:24]=[CH:23][N:22]=[CH:21][CH:20]=1)=[CH2:18]>>[F:1][C:2]1[CH:3]=[C:4]2[C:9](=[CH:10][CH:11]=1)[N:8]1[CH2:12][CH2:13][N:14]([CH2:18][CH2:17][C:19]3[CH:24]=[CH:23][N:22]=[CH:21][CH:20]=3)[CH2:15][CH:7]1[C:6](=[O:16])[NH:5]2. Reported procedure: Treating 2.3 g. of 8-fluoro-2,3,4,4a-tetrahydro-1H-pyrazino[1,2-a]quinoxaline-5(6H)-one with 9.0 g. of 4-vinylpyridine in the manner shown in Example 1, there was obtained 1.5 g. of the title compound as the dihydrochloride salt, m.p. 230°-233° C. (dec.). The product is FC=1C=C2NC(C3N(C2=CC1)CCN(C3)CCC3=CC=NC=C3)=O (8-Fluoro-2,3,4,4a-Tetrahydro-3-[2-(4-Pyridinyl)Ethyl]-1H-Pyrazino[1,2-a]Quinoxalin-5(6H)-One). Starting materials: FC=1C=C2NC(C3N(C2=CC1)CCNC3)=O (8-fluoro-2,3,4,4a-tetrahydro-1H-pyrazino[1,2-a]quinoxaline-5(6H)-one), C(=C)C1=CC=NC=C1 (4-vinylpyridine). Reactants: COC(=O)c1cc(C)c(N(C)C)c(C)c1, CS(C)(=O)=O, CC(=O)O, CS(C)=O, [H-], [Na+], O. Product: Cc1cc(C(=O)CS(C)(=O)=O)cc(C)c1N(C)C. RXN SMILES: [CH3:12][O:13][C:14]([c:15]1[cH:16][c:17]([CH3:25])[c:18]([N:22]([CH3:23])[CH3:24])[c:19]([CH3:21])[cH:20]1)=[O:26].[CH3:1][S:2](=[O:3])(=[O:4])[CH3:5].[CH3:27][C:28](=[O:29])[OH:30].[CH3:8][S:9]([CH3:10])=[O:11].[H-:6].[Na+:7].[OH2:31]>>[CH2:1]([S:2](=[O:3])(=[O:4])[CH3:5])[C:14](=[O:13])[c:15]1[cH:16][c:17]([CH3:25])[c:18]([N:22]([CH3:23])[CH3:24])[c:19]([CH3:21])[cH:20]1. Starting materials: C(C)(=O)OCCCCCC(C1=CC=CC=C1)OC1=CC=2CC[C@H]3[C@@H]4CCC([C@@]4(C)CC[C@@H]3C2C=C1)=O (α-(5-acetoxypentyl)-3-benzyloxy-estra-1,3,5(10)-trien-17-one), C(C)(=O)OCC (ethyl acetate), O1CCCC1 (tetrahydrofuran), [OH-].[Na+] (sodium hydroxide), Cl (hydrochloric acid). The solvent is CO (methanol). Product: C(C1=CC=CC=C1)OC1=CC=2C[C@H]([C@H]3[C@@H]4CCC([C@@]4(C)CC[C@@H]3C2C=C1)=O)CCCCCO (3-benzyloxy-7α-(5-hydroxypentyl)-estra-1,3,5(10)-trien-17-one). Reaction SMILES: C(OCCCCC[CH:10]([O:17][C:18]1[CH:35]=[CH:34][C:33]2[C@@H:32]3[C@H:23]([C@H:24]4[C@@:28]([CH2:30][CH2:31]3)([CH3:29])[C:27](=[O:36])[CH2:26][CH2:25]4)[CH2:22][CH2:21][C:20]=2[CH:19]=1)[C:11]1[CH:16]=[CH:15][CH:14]=[CH:13][CH:12]=1)(=O)C.[OH-].[Na+].Cl.C([O:43][CH2:44][CH3:45])(=O)C.O1C[CH2:49][CH2:48][CH2:47]1>CO>[CH2:10]([O:17][C:18]1[CH:35]=[CH:34][C:33]2[C@@H:32]3[C@H:23]([C@H:24]4[C@@:28]([CH2:30][CH2:31]3)([CH3:29])[C:27](=[O:36])[CH2:26][CH2:25]4)[C@H:22]([CH2:47][CH2:48][CH2:49][CH2:45][CH2:44][OH:43])[CH2:21][C:20]=2[CH:19]=1)[C:11]1[CH:16]=[CH:15][CH:14]=[CH:13][CH:12]=1 |f:1.2|. Procedure: A solution of 7.26 g of α-(5-acetoxypentyl)-3-benzyloxy-estra-1,3,5(10)-trien-17-one in 80 ml of methanol and 3 ml of tetrahydrofuran is saponified with 22.2 ml of 2N sodium hydroxide solution overnight at room temperature. The reaction solution is poured into 2N hydrochloric acid, shaken out with ethyl acetate, the organic phase is washed with saturated common salt solution, dried on sodium sulfate and concentrated by evaporation. 6.7 g of 3-benzyloxy-7α-(5-hydroxypentyl)-estra-1,3,5(10)-trien-... Reactants: NCCSCC1=NC=CC=C1OCC (2-(2-Aminoethylthiomethyl)-3-ethoxypyridine), CSC(=C[N+](=O)[O-])S(=O)C (1-methylthio-1-methylsulphinyl-2-nitroethylene). The solvent is CO (methanol), CO (methanol). Conditions: time 8 hour. Product: CSC(=C[N+](=O)[O-])NCCSCC1=NC=CC=C1OCC (1-methylthio-1-[2-(3-ethoxy-2-pyridylmethylthio)ethylamino]-2-nitroethylene). Yield: 49.2%. Reaction SMILES: [NH2:1][CH2:2][CH2:3][S:4][CH2:5][C:6]1[C:11]([O:12][CH2:13][CH3:14])=[CH:10][CH:9]=[CH:8][N:7]=1.[CH3:15][S:16][C:17](S(C)=O)=[CH:18][N+:19]([O-:21])=[O:20]>CO>[CH3:15][S:16][C:17]([NH:1][CH2:2][CH2:3][S:4][CH2:5][C:6]1[C:11]([O:12][CH2:13][CH3:14])=[CH:10][CH:9]=[CH:8][N:7]=1)=[CH:18][N+:19]([O-:21])=[O:20]. Reported procedure: 2-(2-Aminoethylthiomethyl)-3-ethoxypyridine (2.2 g) in methanol (35 cc) was added over 25 minutes to a stirred solution of 1-methylthio-1-methylsulphinyl-2-nitroethylene (2.07 g) in methanol (85 ml) at 27°-30°, and the mixture was left overnight at room temperature. The mixture was evaporated to a residual oil which was triturated with ethanol/ether to give 1-methylthio-1-[2-(3-ethoxy-2-pyridylmethylthio)ethylamino]-2-nitroethylene (1.68 g) m.p. 126°-127°. Reactants: O=S(=O)(Cl)CC(F)(F)F, Nc1ccc(C(CC2CCCC2)C(=O)Nc2nccs2)cc1, c1ccncc1. The product is O=C(Nc1nccs1)C(CC1CCCC1)c1ccc(NS(=O)(=O)CC(F)(F)F)cc1. Reaction SMILES: [F:23][C:24]([CH2:25][S:26](=[O:27])(=[O:28])[Cl:29])([F:30])[F:31].[NH2:1][c:2]1[cH:3][cH:4][c:5]([CH:8]([C:9](=[O:10])[NH:11][c:12]2[s:13][cH:14][cH:15][n:16]2)[CH2:17][CH:18]2[CH2:19][CH2:20][CH2:21][CH2:22]2)[cH:6][cH:7]1.[cH:32]1[cH:33][cH:34][n:35][cH:36][cH:37]1>>[NH:1]([c:2]1[cH:3][cH:4][c:5]([CH:8]([C:9](=[O:10])[NH:11][c:12]2[s:13][cH:14][cH:15][n:16]2)[CH2:17][CH:18]2[CH2:19][CH2:20][CH2:21][CH2:22]2)[cH:6][cH:7]1)[S:26]([CH2:25][C:24]([F:23])([F:30])[F:31])(=[O:27])=[O:28]. The reactants are OC1C=2C=C(C=NC2NCC1)C1=CC=C(C=C1)C(=O)N1CCN(CC1)C ([4-(5-Hydroxy-5,6,7,8-tetrahydro-[1,8]naphthyridin-3-yl)phenyl]-(4-methylpiperazin-1-yl)methanone), OC=1C=NC=CC1 (3-hydroxypyridine). The solvent is CO.C(Cl)Cl (methanol CH2Cl2). Product: CN1CCN(CC1)C(=O)C1=CC=C(C=C1)C=1C=NC=2NCCC(C2C1)OC=1C=NC=CC1 ((4-Methylpiperazin-1-yl)-{4-[5-(pyridine-3-yloxy)-5,6,7,8-tetrahydro-[1,8]naphthyridin-3-yl]phenyl}methanone). Yield: 20.0%. RXN SMILES: [OH:1][CH:2]1[CH2:11][CH2:10][NH:9][C:8]2[N:7]=[CH:6][C:5]([C:12]3[CH:17]=[CH:16][C:15]([C:18]([N:20]4[CH2:25][CH2:24][N:23]([CH3:26])[CH2:22][CH2:21]4)=[O:19])=[CH:14][CH:13]=3)=[CH:4][C:3]1=2.O[C:28]1[CH:29]=[N:30][CH:31]=[CH:32][CH:33]=1>CO.C(Cl)Cl>[CH3:26][N:23]1[CH2:22][CH2:21][N:20]([C:18]([C:15]2[CH:14]=[CH:13][C:12]([C:5]3[CH:6]=[N:7][C:8]4[NH:9][CH2:10][CH2:11][CH:2]([O:1][C:28]5[CH:29]=[N:30][CH:31]=[CH:32][CH:33]=5)[C:3]=4[CH:4]=3)=[CH:17][CH:16]=2)=[O:19])[CH2:25][CH2:24]1 |f:2.3|. Procedure: [4-(5-Hydroxy-5,6,7,8-tetrahydro-[1,8]naphthyridin-3-yl)phenyl]-(4-methylpiperazin-1-yl)methanone (20 mg) was reacted with 3-hydroxypyridine (16.2 mg) as in General Procedure 12. Silica gel chromatography using a gradient of 0-15% methanol/CH2Cl2 as the eluting solvent gave the title compound as a yellow foam (20% yield). LCMS: m/z=430.17 (M+H+), 1H-NMR (CDCl3, 400 MHz) δ 2.02-2.12 (m, 1H), 2.30-2.34 (m, 1H), 2.33 (s, 3H), 2.34-2.56 (m, 4H), 3.40-3.70 (m, 4H), 3.70-3.90 (m, 2H), 5.24 (bs, 1H), 5... The reactants are C(C)OC(=O)C=1OC2=C(C1C(C)C)C=CC(=C2)OC (3-isopropyl-6-methoxy-benzofuran-2-carboxylic acid ethyl ester), B(Br)(Br)Br (BBr3). The solvent is C(Cl)Cl (CH2Cl2). Run at temperature 0 celsius, time 1 hour. The product is C(C)OC(=O)C=1OC2=C(C1C(C)C)C=CC(=C2)O (6-Hydroxy-3-isopropyl-benzofuran-2-carboxylic acid ethyl ester). Yield: 37.5%. RXN SMILES: [CH2:1]([O:3][C:4]([C:6]1[O:7][C:8]2[CH:17]=[C:16]([O:18]C)[CH:15]=[CH:14][C:9]=2[C:10]=1[CH:11]([CH3:13])[CH3:12])=[O:5])[CH3:2].B(Br)(Br)Br>C(Cl)Cl>[CH2:1]([O:3][C:4]([C:6]1[O:7][C:8]2[CH:17]=[C:16]([OH:18])[CH:15]=[CH:14][C:9]=2[C:10]=1[CH:11]([CH3:13])[CH3:12])=[O:5])[CH3:2]. Reported procedure: The above prepared 3-isopropyl-6-methoxy-benzofuran-2-carboxylic acid ethyl ester (2.52 g, 10 mmol) was dissolved in 65 mL of CH2Cl2, cooled to 0° C., and treated with BBr3 (19.2 mL of 1M solution in CH2Cl2, 2 eq.). After 1 h at 0° C. and one additional at ambient temperature, the reaction mixture was carefully poured onto crashed ice, twofold extracted with AcOEt, washed with water, dried over sodium sulfate, and evaporated to dryness. Flash chromatography (SiO2, hexane/AcOEt=8/2) afforded 0.93...